This data is from the Open Reaction Database (ORD), a public repository of structured organic reaction records. The task is: describe an organic reaction: reactants, conditions, products, and yield Reactants: Intermediate ( 6f ), C(C)OC(=O)C=1C=NN(C1)[C@@H](C)C1=CC=CC=C1 (1-((S)-1-Phenyl-ethyl)-1H-pyrazole-4-carboxylic acid ethyl ester), [OH-].[Li+] (Lithium hydroxide). Run in O1CCCC1 (tetrahydrofuran), O (water). Reaction conditions: time 24 hour. Yields the product intermediate ( 6g ), C1(=CC=CC=C1)[C@H](C)N1N=CC(=C1)C(=O)O (1-((S)-1-Phenyl-ethyl)-1H-pyrazole-4-carboxylic acid). RXN SMILES: C([O:3][C:4]([C:6]1[CH:7]=[N:8][N:9]([C@H:11]([C:13]2[CH:18]=[CH:17][CH:16]=[CH:15][CH:14]=2)[CH3:12])[CH:10]=1)=[O:5])C.[OH-].[Li+]>O1CCCC1.O>[C:13]1([C@@H:11]([N:9]2[CH:10]=[C:6]([C:4]([OH:5])=[O:3])[CH:7]=[N:8]2)[CH3:12])[CH:18]=[CH:17][CH:16]=[CH:15][CH:14]=1 |f:1.2|. Procedure: Intermediate (6f), 1-((S)-1-Phenyl-ethyl)-1H-pyrazole-4-carboxylic acid ethyl ester (1.525 g, 6.2 mmol) was stirred in a mixture of tetrahydrofuran (20 mL) and water (20 mL). Lithium hydroxide (0.524 g, 12.5 mmol) was added and the reaction stirred at ambient temperature for 24 hours. The reaction mixture was reduced in volume and extracted with diethyl ether (3×20 mL). The aqueous layer was carefully acidified using an aqueous 6N hydrochloric acid solution. The resulting precipitate was filtere... The reactants are [H-].[Na+] (sodium hydride), CN(CCC1=CC=CC=C1)C1CCN(CC1)C(C1=CC(=CC=C1)NC(CCCCCl)=O)=O (4-[N-methyl-N-(2-phenylethyl)amino]-1-[3-(5-chlorovalerylamino)benzoyl]piperidine), ice water. Run in CN(C=O)C (dimethylformamide). Reaction conditions: time 30 minute. The product is Cl.CN(CCC1=CC=CC=C1)C1CCN(CC1)C(C1=CC(=CC=C1)N1C(CCCC1)=O)=O (4-[N-methyl-N-(2-phenylethyl)amino]-1-[3-(2-oxo-1-piperidinyl)benzoyl]piperidine hydrochloride). Yield: 77.3%. RXN SMILES: [H-].[Na+].[CH3:3][N:4]([CH:13]1[CH2:18][CH2:17][N:16]([C:19](=[O:34])[C:20]2[CH:25]=[CH:24][CH:23]=[C:22]([NH:26][C:27](=[O:33])[CH2:28][CH2:29][CH2:30][CH2:31][Cl:32])[CH:21]=2)[CH2:15][CH2:14]1)[CH2:5][CH2:6][C:7]1[CH:12]=[CH:11][CH:10]=[CH:9][CH:8]=1>CN(C)C=O>[ClH:32].[CH3:3][N:4]([CH:13]1[CH2:18][CH2:17][N:16]([C:19](=[O:34])[C:20]2[CH:25]=[CH:24][CH:23]=[C:22]([N:26]3[CH2:31][CH2:30][CH2:29][CH2:28][C:27]3=[O:33])[CH:21]=2)[CH2:15][CH2:14]1)[CH2:5][CH2:6][C:7]1[CH:12]=[CH:11][CH:10]=[CH:9][CH:8]=1 |f:0.1,4.5|. Procedure details: 230 mg of sodium hydride was added, under ice-cooling, to a solution of 2.2 g of 4-[N-methyl-N-(2-phenylethyl)amino]-1-[3-(5-chlorovalerylamino)benzoyl]piperidine in 20 ml of dimethylformamide. The mixture was stirred at the same temperature for 30 minutes. The reaction mixture was poured into ice water. The mixture was extracted with methylene chloride. The extract was washed with a saturated aqueous sodium chloride solution, dried with magnesium sulfate, and concentrated under reduced pressure... Reactants: NC(CC(=O)[O-])C1=CC=CC=C1 (3-amino-3-phenylproprionate), C(C1=CC=CC=C1)OC(=O)Cl (benzylchloroformate). The reagents and catalysts are [Rh] (Rh/Al2O3). Run in CC(=O)O (HOAc). Conditions: time 30 hour. Yields the product C(=O)(OCC1=CC=CC=C1)NC(CC(=O)O)C1CCCCC1 (N-Cbz-3-amino-3-cyclohexyl propionic acid). The yield is 50.7%. Reaction SMILES: [NH2:1][CH:2]([C:7]1[CH:12]=[CH:11][CH:10]=[CH:9][CH:8]=1)[CH2:3][C:4]([O-:6])=[O:5].[CH2:13]([O:20][C:21](Cl)=[O:22])[C:14]1[CH:19]=[CH:18][CH:17]=[CH:16][CH:15]=1>CC(O)=O.[Rh]>[C:21]([NH:1][CH:2]([CH:7]1[CH2:12][CH2:11][CH2:10][CH2:9][CH2:8]1)[CH2:3][C:4]([OH:6])=[O:5])([O:20][CH2:13][C:14]1[CH:19]=[CH:18][CH:17]=[CH:16][CH:15]=1)=[O:22]. Procedure: A solution of 25 g (151 mmol) of 3-amino-3-phenylproprionate in 450 mL of HOAc was charged with 25 g of 5% Rh/Al2O3 and the mixture hyrogenated at 60 psi for 30 hr at 60° C. The reaction was filtered over celite and evaporated in vacuo to a dark oil. The presence of the desired product was confirmed by FD-MS (m/e 172, MH+, 100). The crude reduction product was treated with benzylchloroformate (25.67 g; 151 mmol) under basic conditions substantially according to the procedures of Example 1, A, to... Reactants: CCCc1c(OCCCOc2ccc(C(=O)OCC)cc2Cl)ccc(C(C)=O)c1O, CCO, [Na+], [OH-]. Yields the product CCCc1c(OCCCOc2ccc(C(=O)O)cc2Cl)ccc(C(C)=O)c1O. As a reaction SMILES: [C:1]([CH3:2])(=[O:3])[c:4]1[c:5]([OH:30])[c:6]([CH2:27][CH2:28][CH3:29])[c:7]([O:8][CH2:9][CH2:10][CH2:11][O:12][c:13]2[c:14]([Cl:24])[cH:15][c:16]([C:17](=[O:18])[O:19][CH2:20][CH3:21])[cH:22][cH:23]2)[cH:25][cH:26]1.[CH3:33][CH2:34][OH:35].[Na+:32].[OH-:31]>>[C:1]([CH3:2])(=[O:3])[c:4]1[c:5]([OH:30])[c:6]([CH2:27][CH2:28][CH3:29])[c:7]([O:8][CH2:9][CH2:10][CH2:11][O:12][c:13]2[c:14]([Cl:24])[cH:15][c:16]([C:17](=[O:18])[OH:19])[cH:22][cH:23]2)[cH:25][cH:26]1. Reactants: solution, Cl (hydrogen chloride), FC=1C(=NC(=NC1N1CCOCC1)NC=1C(=NC=CC1)OC)N[C@H]1CN(CCC1)C(=O)OC(C)(C)C ((R)-tert-butyl 3-(5-fluoro-2-(2-methoxypyridin-3-ylamino)-6-morpholino pyrimidin-4-ylamino)piperidine-1-carboxylate). The solvent is O1CCOCC1 (1,4-dioxane). Yields the product FC=1C(=NC(=NC1N[C@H]1CNCCC1)NC=1C(NC=CC1)=O)N1CCOCC1 ((R)-3-(5-Fluoro-4-morpholino-6-(piperidin-3-ylamino)pyrimidin-2-ylamino) pyridin-2(1H)-one). The yield is 75.3%. Reaction SMILES: [F:1][C:2]1[C:3]([NH:23][C@@H:24]2[CH2:29][CH2:28][CH2:27][N:26](C(OC(C)(C)C)=O)[CH2:25]2)=[N:4][C:5]([NH:14][C:15]2[C:16]([O:21]C)=[N:17][CH:18]=[CH:19][CH:20]=2)=[N:6][C:7]=1[N:8]1[CH2:13][CH2:12][O:11][CH2:10][CH2:9]1.Cl>O1CCOCC1>[F:1][C:2]1[C:7]([N:8]2[CH2:13][CH2:12][O:11][CH2:10][CH2:9]2)=[N:6][C:5]([NH:14][C:15]2[C:16](=[O:21])[NH:17][CH:18]=[CH:19][CH:20]=2)=[N:4][C:3]=1[NH:23][C@@H:24]1[CH2:29][CH2:28][CH2:27][NH:26][CH2:25]1. Reported procedure: A mixture of (R)-tert-butyl 3-(5-fluoro-2-(2-methoxypyridin-3-ylamino)-6-morpholino pyrimidin-4-ylamino)piperidine-1-carboxylate (Preparation 24b, 0.099 g, 0.30 mmol) and a 4N solution of hydrogen chloride in 1,4-dioxane (70 mL) was stirred at ambient temperature for 3 hours. The solvent was evaporated under reduced pressure and the residue was partitioned between ethyl acetate and a saturated aqueous solution of sodium hydrogencarbonate. The organic layer was separated and the aqueous phase was... Starting materials: BrC1=CC=C(C=C1)NN=C1CCCCC1 (1-(4-bromophenyl)-2-cyclohexylidenehydrazine), Cl (HCl), [OH-].[Na+] (sodium hydroxide). The solvent is CCOC(=O)C (EtOAc). Reaction conditions: temperature 60 celsius. The product is BrC=1C=CC=2NC=3CCCCC3C2C1 (3-bromo-6,7,8,9-tetrahydro-5H-carbazole). Yield: 193.4%. Reaction SMILES: [Br:1][C:2]1[CH:7]=[CH:6][C:5]([NH:8]N=C2CCCCC2)=[CH:4][CH:3]=1.Cl.[OH-].[Na+]>CCOC(C)=O>[Br:1][C:2]1[CH:3]=[CH:4][C:5]2[NH:8][C:2]3[CH2:7][CH2:6][CH2:5][CH2:4][C:3]=3[C:6]=2[CH:7]=1 |f:2.3|. Procedure details: A 250-mL round-bottomed flask was charged with 1-(4-bromophenyl)-2-cyclohexylidenehydrazine (11 g, 41.35 mmol, 1.00 equiv) and conc. HCl (150 mL). The resulting mixture was heated to 60° C. in an oil bath for 4 hours. The reaction progress was monitored by TLC (EtOAc:PE=1:1). Upon completion, the reaction mixture was cooled down to room temperature. The pH was adjusted to 8 with aqueous sodium hydroxide. The resulting mixture was then extracted with ethyl acetate (5×100 mL). The combined organic... The yield is 652.2%. Reagents/catalysts: [Cl-].C(CCCCCCC)[N+](C)(CCCCCCCC)CCCCCCCC (trioctylmethyl ammonium chloride). Procedure details: A mixture of 66 g of 3-hydroxyphenethyl alcohol, 147.43 g of 1-bromotetradecane, 27.65 g of sodium hydroxide and 2.15 g of trioctylmethyl ammonium chloride in 400 ml of toluene was refluxed for 42 hours. The mixture was washed with water and the organic layer dried with magnesium sulfate. The solvent was removed in vacuo and the warm concentrate poured into 1 liter of hexanes. The resulting solid was washed with cold hexanes then dried giving 998.6 g of the desired compound as a white solid. RXN SMILES: [OH:1][C:2]1[CH:3]=[C:4]([CH:8]=[CH:9][CH:10]=1)[CH2:5]CO.Br[CH2:12][CH2:13][CH2:14][CH2:15][CH2:16][CH2:17][CH2:18][CH2:19][CH2:20][CH2:21][CH2:22][CH2:23][CH2:24][CH3:25].[OH-:26].[Na+]>[Cl-].C([N+](CCCCCCCC)(CCCCCCCC)C)CCCCCCC.C1(C)C=CC=CC=1>[CH2:12]([O:1][C:2]1[CH:3]=[C:4]([CH:8]=[CH:9][CH:10]=1)[CH2:5][OH:26])[CH2:13][CH2:14][CH2:15][CH2:16][CH2:17][CH2:18][CH2:19][CH2:20][CH2:21][CH2:22][CH2:23][CH2:24][CH3:25] |f:2.3,4.5|. The reactants are OC=1C=C(CCO)C=CC1 (3-hydroxyphenethyl alcohol), BrCCCCCCCCCCCCCC (1-bromotetradecane), [OH-].[Na+] (sodium hydroxide). Run in C1(=CC=CC=C1)C (toluene). Yields the product C(CCCCCCCCCCCCC)OC=1C=C(CO)C=CC1 (3-(Tetradecyloxy)benzyl alcohol). The reactants are Cl (hydrochloric acid), C(C)(=O)O[C@H]1[C@@H](O[C@@H]([C@H]([C@@H]1OC(C)=O)OC(C)=O)COC(C)=O)C1=CC(=C(C=C1)Cl)CC=1SC(=CC1)C1=CC=C(C=C1)C#N (1-(2,3,4,6-Tetra-O-acetyl-β-D-glucopyranosyl)-4-chloro-3-(5-(4-cyanophenyl)-2-thienylmethyl)benzene), C(C)(=O)O (acetic acid), [OH-].[Na+] (sodium hydroxide). Product: [C@@H]1([C@H](O)[C@@H](O)[C@H](O)[C@H](O1)CO)C1=CC(=C(C=C1)Cl)CC=1SC(=CC1)C1=CC=C(C=C1)C(=O)O (1-(β-D-glucopyranosyl)-3-(5-(4-carboxyphenyl)-2-thienylmethyl)-4-chlorobenzene). As a reaction SMILES: C([O:4][C@@H:5]1[C@@H:10]([O:11]C(=O)C)[C@H:9]([O:15]C(=O)C)[C@@H:8]([CH2:19][O:20]C(=O)C)[O:7][C@H:6]1[C:24]1[CH:29]=[CH:28][C:27]([Cl:30])=[C:26]([CH2:31][C:32]2[S:33][C:34]([C:37]3[CH:42]=[CH:41]C(C#N)=[CH:39][CH:38]=3)=[CH:35][CH:36]=2)[CH:25]=1)(=O)C.Cl.[OH-].[Na+].[C:48]([OH:51])(=[O:50])[CH3:49]>>[C@@H:6]1([C:24]2[CH:29]=[CH:28][C:27]([Cl:30])=[C:26]([CH2:31][C:32]3[S:33][C:34]([C:37]4[CH:42]=[CH:41][C:49]([C:48]([OH:51])=[O:50])=[CH:39][CH:38]=4)=[CH:35][CH:36]=3)[CH:25]=2)[O:7][C@H:8]([CH2:19][OH:20])[C@@H:9]([OH:15])[C@H:10]([OH:11])[C@H:5]1[OH:4] |f:2.3|. Procedure details: 1-(2,3,4,6-Tetra-O-acetyl-β-D-glucopyranosyl)-4-chloro-3-(5-(4-cyanophenyl)-2-thienylmethyl)benzene (128 mg) obtained in Example 191-(1) was dissolved in acetic acid (2 ml) and added thereto was a concentrated hydrochloric acid aqueous solution (2 ml). The mixture was refluxed for 6.5 hours. To the mixture was added a 10% aqueous sodium hydroxide solution at 0° C., and the mixture was washed with ethyl acetate. The aqueous layer was acidified by adding concentrated hydrochloric acid, and extract... Product: C(C)(C)(C)OC(=O)N[C@@]1(CN(CC1)C(=O)OCC1=CC=CC=C1)C ((S)-benzyl 3-(tert-butoxycarbonylamino)-3-methylpyrrolidine-1-carboxylate). Run at time 2 hour. Solvent: CCOCC (ether), C(C)(=O)OCC (Ethyl acetate), C1CCOC1 (THF). RXN SMILES: C([C@@:4]1([CH3:19])[CH2:8][CH2:7][N:6]([C:9]([O:11][CH2:12][C:13]2[CH:18]=[CH:17][CH:16]=[CH:15][CH:14]=2)=[O:10])[CH2:5]1)(=O)N.FC(F)(F)C(OI(C1C=CC=CC=1)OC(=O)C(F)(F)F)=O.Cl.C([O-])([O-])=O.[K+].[K+].[CH3:48][C:49]([O:52][C:53]([O:55]C(OC(C)(C)C)=O)=O)([CH3:51])[CH3:50].CC#[N:65].O>C(OCC)(=O)C.C1COCC1.CCOCC>[C:49]([O:52][C:53]([NH:65][C@@:4]1([CH3:19])[CH2:8][CH2:7][N:6]([C:9]([O:11][CH2:12][C:13]2[CH:14]=[CH:15][CH:16]=[CH:17][CH:18]=2)=[O:10])[CH2:5]1)=[O:55])([CH3:51])([CH3:50])[CH3:48] |f:3.4.5,7.8|. The yield is 93.2%. Procedure: To (S)-Benzyl 3-carbamoyl-3-methylpyrrolidine-1-carboxylate (35.61 g, 135.8 mmol) in 1:1 MeCN/H2O (100 mL) was added [bis(trifluoroacetoxy)iodo]benzene (58.38 g, 135.8 mmol). The reaction mixture was stirred at ambient temperature for 2 hours and then at 86° C. (bath) for 2 hours. After cooling to ambient temperature, concentrated HCl (14.85 g, 407.3 mmol) and ether (200 mL) were added. The aqueous layer was separated and basified by K2CO3 (46.91 g, 339.4 mmol). To the resulting solution was add... Reactants: C(=O)([O-])[O-].[K+].[K+] (K2CO3), Cl (HCl), C(N)(=O)[C@@]1(CN(CC1)C(=O)OCC1=CC=CC=C1)C ((S)-Benzyl 3-carbamoyl-3-methylpyrrolidine-1-carboxylate), FC(C(=O)OI(OC(C(F)(F)F)=O)C1=CC=CC=C1)(F)F ([bis(trifluoroacetoxy)iodo]benzene), CC#N.O (MeCN H2O), CC(C)(C)OC(=O)OC(=O)OC(C)(C)C (Boc2O). Reactants: C(C=1C(O)=CC=CC1)(=O)O (salicylic acid), COC1=CC=C(CCN2[C@@H](CCC2)CN2C3=C(SCC4=C2C=CC=C4)C=CC=C3)C=C1 ((S)-5,11-Dihydro-5-[1-(4-methoxyphenethyl)-2-pyrrolidinylmethyl]dibenzo[b,e][1,4]thiazepine). Solvent: CCOCC (ether), CCOCC (ether). Reaction conditions: time 16 hour. The product is C(C=1C(O)=CC=CC1)(=O)O.COC1=CC=C(CCN2[C@@H](CCC2)CN2C3=C(SCC4=C2C=CC=C4)C=CC=C3)C=C1 ((S)-5,11-Dihydro-5-[1-(4-methoxyphenethyl)-2-pyrrolidinylmethyl]dibenzo[b,e][1,4]thiazepine salicylate). Yield: 71.3%. RXN SMILES: [C:1]([OH:10])(=[O:9])[C:2]1[C:3](=[CH:5][CH:6]=[CH:7][CH:8]=1)[OH:4].[CH3:11][O:12][C:13]1[CH:41]=[CH:40][C:16]([CH2:17][CH2:18][N:19]2[CH2:23][CH2:22][CH2:21][C@H:20]2[CH2:24][N:25]2[C:31]3[CH:32]=[CH:33][CH:34]=[CH:35][C:30]=3[CH2:29][S:28][C:27]3[CH:36]=[CH:37][CH:38]=[CH:39][C:26]2=3)=[CH:15][CH:14]=1>CCOCC>[C:1]([OH:10])(=[O:9])[C:2]1[C:3](=[CH:5][CH:6]=[CH:7][CH:8]=1)[OH:4].[CH3:11][O:12][C:13]1[CH:14]=[CH:15][C:16]([CH2:17][CH2:18][N:19]2[CH2:23][CH2:22][CH2:21][C@H:20]2[CH2:24][N:25]2[C:31]3[CH:32]=[CH:33][CH:34]=[CH:35][C:30]=3[CH2:29][S:28][C:27]3[CH:36]=[CH:37][CH:38]=[CH:39][C:26]2=3)=[CH:40][CH:41]=1 |f:3.4|. Procedure: A solution of salicylic acid (800 mg) in ether (5 ml) was added to a solution of (S)-5,11-dihydro-5-[1-(4-methoxyphenethyl)-2-pyrrolidinylmethyl]dibenzo[b,e][1,4]thiazepine (see Examples 1 and 6) (2.50 g) in ether (10 ml) and the mixture was stirred at room temperature for 16 hours. The resulting precipitate was collected, dried and recrystallised from isopropyl acetate to give the title compound as colourless crystals, (2.35 g, 71%), m.p. 150°-151° C., [α]589 -40.6° (c=0.695 in ethanol).